Dataset: the Open Reaction Database (ORD), a public repository of structured organic reaction records. Task: describe an organic reaction: reactants, conditions, products, and yield Reactants: F[B-](F)(F)F, CC(C)(C)OC(=O)N1C(c2ccc(C(=O)O)cc2)COC1(C)C, C1CCOC1, CN1CCOCC1, Nc1ccc(Cl)cc1, CN(C)C(On1nnc2ccccc21)=[N+](C)C. RXN SMILES: [B-:31]([F:32])([F:33])([F:34])[F:35].[C:1]([CH3:2])([CH3:3])([CH3:4])[O:5][C:6](=[O:7])[N:8]1[C:9]([CH3:22])([CH3:23])[O:10][CH2:11][CH:12]1[c:13]1[cH:14][cH:15][c:16]([C:19](=[O:20])[OH:21])[cH:17][cH:18]1.[CH2:61]1[O:62][CH2:63][CH2:64][CH2:65]1.[CH3:24][N:25]1[CH2:26][CH2:27][O:28][CH2:29][CH2:30]1.[Cl:53][c:54]1[cH:55][cH:56][c:57]([NH2:58])[cH:59][cH:60]1.[n:36]1([O:37][C:38]([N:39]([CH3:40])[CH3:41])=[N+:42]([CH3:43])[CH3:44])[c:45]2[cH:46][cH:47][cH:48][cH:49][c:50]2[n:51][n:52]1>>[C:1]([CH3:2])([CH3:3])([CH3:4])[O:5][C:6](=[O:7])[N:8]1[C:9]([CH3:22])([CH3:23])[O:10][CH2:11][CH:12]1[c:13]1[cH:14][cH:15][c:16]([C:19](=[O:21])[NH:58][c:57]2[cH:56][cH:55][c:54]([Cl:53])[cH:60][cH:59]2)[cH:17][cH:18]1. The product is CC(C)(C)OC(=O)N1C(c2ccc(C(=O)Nc3ccc(Cl)cc3)cc2)COC1(C)C. Reactants: CCCC=CC(=O)O, [NH4+], [OH-]. The product is CCCC(N)CC(=O)O. RXN SMILES: [C:1]([CH:2]=[CH:3][CH2:4][CH2:5][CH3:6])(=[O:7])[OH:8].[NH4+:9].[OH-:10]>>[C:1]([CH2:2][CH:3]([CH2:4][CH2:5][CH3:6])[NH2:9])(=[O:7])[OH:8]. The product is CNC(=O)c1ccccc1CC1(O)c2ccccc2C(=O)N1C. As a reaction SMILES: [CH2:12]([Li:13])[CH2:14][CH2:15][CH3:16].[CH3:17][N:18]1[C:19](=[O:28])[c:20]2[c:21]([cH:24][cH:25][cH:26][cH:27]2)[C:22]1=[O:23].[CH3:1][NH:2][C:3](=[O:4])[c:5]1[c:6]([CH3:11])[cH:7][cH:8][cH:9][cH:10]1.[CH3:34][CH2:35][CH2:36][CH2:37][CH2:38][CH3:39].[O:29]1[CH2:30][CH2:31][CH2:32][CH2:33]1>>[CH3:1][NH:2][C:3](=[O:4])[c:5]1[c:6]([CH2:11][C:22]2([OH:23])[N:18]([CH3:17])[C:19](=[O:28])[c:20]3[c:21]2[cH:24][cH:25][cH:26][cH:27]3)[cH:7][cH:8][cH:9][cH:10]1. The reactants are [Li]CCCC, CN1C(=O)c2ccccc2C1=O, CNC(=O)c1ccccc1C, CCCCCC, C1CCOC1.